This data is from the Open Reaction Database (ORD), a public repository of structured organic reaction records. The task is: describe an organic reaction: reactants, conditions, products, and yield Reactants: [Cl-], [H-], [Na+], [Na+], C1CCOC1, O, Cc1nnc(C=Cc2ccccc2O)s1. Product: Cc1nnc(C=Cc2ccccc2OCC2CO2)s1. Reaction SMILES: [Cl-:20].[H-:1].[Na+:19].[Na+:2].[O:21]1[CH2:22][CH2:23][CH2:24][CH2:25]1.[OH2:18].[OH:3][c:4]1[c:5]([CH:6]=[CH:7][c:8]2[s:9][c:10]([CH3:13])[n:11][n:12]2)[cH:14][cH:15][cH:16][cH:17]1>>[O:3]([c:4]1[c:5]([CH:6]=[CH:7][c:8]2[s:9][c:10]([CH3:13])[n:11][n:12]2)[cH:14][cH:15][cH:16][cH:17]1)[CH2:23][CH:22]1[O:21][CH2:25]1. Reactants: N#Cc1c(-c2ccc(Cl)cc2Cl)cn2c(Br)cnc2c1Cl, CC(C)CO, [H-], [Na+], O. Product: CC(C)COc1c(C#N)c(-c2ccc(Cl)cc2Cl)cn2c(Br)cnc12. As a reaction SMILES: [Br:8][c:9]1[cH:10][n:11][c:12]2[n:13]1[cH:14][c:15](-[c:21]1[c:22]([Cl:28])[cH:23][c:24]([Cl:27])[cH:25][cH:26]1)[c:16]([C:19]#[N:20])[c:17]2[Cl:18].[CH3:3][CH:4]([CH2:5][OH:6])[CH3:7].[H-:2].[Na+:1].[OH2:29]>>[CH3:3][CH:4]([CH2:5][O:6][c:17]1[c:12]2[n:11][cH:10][c:9]([Br:8])[n:13]2[cH:14][c:15](-[c:21]2[c:22]([Cl:28])[cH:23][c:24]([Cl:27])[cH:25][cH:26]2)[c:16]1[C:19]#[N:20])[CH3:7]. Starting materials: C(C)(=O)O (acetic acid), N1=CC=C(C=C1)N1CCC(CC1)=NN1C(CN(CC1)S(=O)(=O)C1=CC=C(C=C1)C=C)=O (1-[1-(4-Pyridyl)-4-piperidinylideneamino]-4-(4-vinylphenylsulfonyl)-2-piperazinone), C(#N)[BH3-].[Na+] (sodium cyanoborohydride). Run in CO (methanol). Reaction conditions: time 30 minute. The product is N1=CC=C(C=C1)N1CCC(CC1)NN1C(CN(CC1)S(=O)(=O)C1=CC=C(C=C1)C=C)=O (1-[1-(4-Pyridyl)-4-piperidinylamino]-4-(4-vinylphenylsulfonyl)-2-piperazinone). Yield: 74.7%. Reaction SMILES: [N:1]1[CH:6]=[CH:5][C:4]([N:7]2[CH2:12][CH2:11][C:10](=[N:13][N:14]3[CH2:19][CH2:18][N:17]([S:20]([C:23]4[CH:28]=[CH:27][C:26]([CH:29]=[CH2:30])=[CH:25][CH:24]=4)(=[O:22])=[O:21])[CH2:16][C:15]3=[O:31])[CH2:9][CH2:8]2)=[CH:3][CH:2]=1.C(O)(=O)C.C([BH3-])#N.[Na+]>CO>[N:1]1[CH:6]=[CH:5][C:4]([N:7]2[CH2:12][CH2:11][CH:10]([NH:13][N:14]3[CH2:19][CH2:18][N:17]([S:20]([C:23]4[CH:24]=[CH:25][C:26]([CH:29]=[CH2:30])=[CH:27][CH:28]=4)(=[O:22])=[O:21])[CH2:16][C:15]3=[O:31])[CH2:9][CH2:8]2)=[CH:3][CH:2]=1 |f:2.3|. Reported procedure: 1-[1-(4-Pyridyl)-4-piperidinylideneamino]-4-(4-vinylphenylsulfonyl)-2-piperazinone (200 mg) was dissolved in methanol (10 ml), combined with acetic acid (110 mg) with cooling on ice followed by sodium cyanoborohydride (57 mg), and stirred at room temperature for 30 minutes. The reaction mixture was concentrated and the residue was dissolved in dichloromethane, washed with aqueous sodium bicarbonate and brine, dried, concentrated and purified by a column chromatography (dichloromethane: 10% aqueo... Reactants: C[S-], CC#N, Cc1cccc(C)c1CNc1cccn2c(C)c(CCl)nc12, [Na+]. Product: CSCc1nc2c(NCc3c(C)cccc3C)cccn2c1C. RXN SMILES: [CH3:23][S-:24].[CH3:26][C:27]#[N:28].[Cl:1][CH2:2][c:3]1[n:4][c:5]2[n:6]([cH:7][cH:8][cH:9][c:10]2[NH:11][CH2:12][c:13]2[c:14]([CH3:20])[cH:15][cH:16][cH:17][c:18]2[CH3:19])[c:21]1[CH3:22].[Na+:25]>>[CH2:2]([c:3]1[n:4][c:5]2[n:6]([cH:7][cH:8][cH:9][c:10]2[NH:11][CH2:12][c:13]2[c:14]([CH3:20])[cH:15][cH:16][cH:17][c:18]2[CH3:19])[c:21]1[CH3:22])[S:24][CH3:23]. Starting materials: C(C)(C)(C)OC(NC1=C(C=C(C(=C1)C)C(F)(F)F)N)=O ((2-amino-5-methyl-4-trifluoromethyl-phenyl)-carbamic acid tert-butyl ester), C(C)(C)(C)OC(CC(=O)C1=CC(=CC=C1)C1=CC(=NC=C1)C1CC1)=O (3-[3-(2-cyclopropyl-pyridin-4-yl)-phenyl]-3-oxo-propionic acid tert-butyl ester). Yields the product C(C)(C)(C)OC(NC1=C(C=C(C(=C1)C)C(F)(F)F)NC(CC(=O)C1=CC(=CC=C1)C1=CC(=NC=C1)C1CC1)=O)=O ((2-{3-[3-(2-Cyclopropyl-pyridin-4-yl)-phenyl]-3-oxo-propionylamino}-5-methyl-4-trifluoromethyl-phenyl)-carbamic acid tert-butyl ester). Reaction SMILES: [C:1]([O:5][C:6](=[O:20])[NH:7][C:8]1[CH:13]=[C:12]([CH3:14])[C:11]([C:15]([F:18])([F:17])[F:16])=[CH:10][C:9]=1[NH2:19])([CH3:4])([CH3:3])[CH3:2].C([O:25][C:26](=O)[CH2:27][C:28]([C:30]1[CH:35]=[CH:34][CH:33]=[C:32]([C:36]2[CH:41]=[CH:40][N:39]=[C:38]([CH:42]3[CH2:44][CH2:43]3)[CH:37]=2)[CH:31]=1)=[O:29])(C)(C)C>>[C:1]([O:5][C:6](=[O:20])[NH:7][C:8]1[CH:13]=[C:12]([CH3:14])[C:11]([C:15]([F:18])([F:17])[F:16])=[CH:10][C:9]=1[NH:19][C:26](=[O:25])[CH2:27][C:28]([C:30]1[CH:35]=[CH:34][CH:33]=[C:32]([C:36]2[CH:41]=[CH:40][N:39]=[C:38]([CH:42]3[CH2:43][CH2:44]3)[CH:37]=2)[CH:31]=1)=[O:29])([CH3:4])([CH3:2])[CH3:3]. Procedure details: The title compound was prepared from (2-amino-5-methyl-4-trifluoromethyl-phenyl)-carbamic acid tert-butyl ester (Example J20) (218 mg, 0.75 mmol) and 3-[3-(2-cyclopropyl-pyridin-4-yl)-phenyl]-3-oxo-propionic acid tert-butyl ester (Example K60) (253 mg, 0.75 mmol) according to the general procedure M. Obtained as an amorphous off-white substance (328 mg, 79%). Reactants: C(C)(C)(C)C1=NC=CC(=C1)C1=C(N=C(S1)N)C (5-(2-tert-butyl-pyridin-4-yl)-4-methyl-thiazol-2-ylamine), C(=O)(N1C=NC=C1)N1C=NC=C1 (1,1′-carbonyldiimidazole). Solvent: C(Cl)Cl (DCM). Conditions: time 4 hour. Yields the product C(C)(C)(C)C1=NC=CC(=C1)C1=C(N=C(S1)NC(=O)N1C=NC=C1)C (Imidazole-1-carboxylic acid [5-(2-tert-butyl-pyridin-4-yl)-4-methyl-thiazol-2-yl]-amide). The yield is 91.1%. As a reaction SMILES: [C:1]([C:5]1[CH:10]=[C:9]([C:11]2[S:15][C:14]([NH2:16])=[N:13][C:12]=2[CH3:17])[CH:8]=[CH:7][N:6]=1)([CH3:4])([CH3:3])[CH3:2].[C:18](N1C=CN=C1)([N:20]1[CH:24]=[CH:23][N:22]=[CH:21]1)=[O:19]>C(Cl)Cl>[C:1]([C:5]1[CH:10]=[C:9]([C:11]2[S:15][C:14]([NH:16][C:18]([N:20]3[CH:24]=[CH:23][N:22]=[CH:21]3)=[O:19])=[N:13][C:12]=2[CH3:17])[CH:8]=[CH:7][N:6]=1)([CH3:4])([CH3:3])[CH3:2]. Reported procedure: A mixture of 5-(2-tert-butyl-pyridin-4-yl)-4-methyl-thiazol-2-ylamine (Step 1.2) (1 g, 4.05 mmol) and 1,1′-carbonyldiimidazole (0.984 g, 6.07 mmol, 1.5 eq) in DCM (50 mL) is stirred for 4 h at reflux and allowed to cool. The resulting precipitate is collected by filtration to provide 1.26 g of the title compound as white solid: ESI-MS: 340.2 [M−H]−; tR=2.85 min (System 1). Reactants: C, CN(C)C=O, O=CO, O=C1CCCC(c2ccc(Cl)cc2)N1c1ccc(F)cc1, [Pd]. Product: O=C1CCCC(c2ccccc2)N1c1ccc(F)cc1. As a reaction SMILES: [C:27].[CH3:22][N:23]([CH3:24])[CH:25]=[O:26].[CH:29]([OH:30])=[O:31].[Cl:1][c:2]1[cH:3][cH:4][c:5]([CH:8]2[CH2:9][CH2:10][CH2:11][C:12](=[O:21])[N:13]2[c:14]2[cH:15][cH:16][c:17]([F:20])[cH:18][cH:19]2)[cH:6][cH:7]1.[Pd:28]>>[cH:2]1[cH:3][cH:4][c:5]([CH:8]2[CH2:9][CH2:10][CH2:11][C:12](=[O:21])[N:13]2[c:14]2[cH:15][cH:16][c:17]([F:20])[cH:18][cH:19]2)[cH:6][cH:7]1. Reactants: C(C)(=O)OC(C(=O)O)COC(C)=O (2,3-diacetoxypropionic acid), Cl.C(C)(=O)NC1=C(C=C(C(=O)OC)C=C1)N (Methyl 4-(Acetylamino)-3-Aminobenzoate, Hydrochloride), C1(CCCCC1)N=C=NC1CCCCC1 (dicyclohexylcarbodiimide). The solvent is O1CCOCC1 (dioxane), CN(C)C=O (DMF), O1CCOCC1 (dioxane). Run at temperature 0 celsius, time 3 hour. Product: C(C)(=O)NC1=C(C=C(C(=O)OC)C=C1)NC(C(COC(C)=O)OC(C)=O)=O (Methyl 4-(Acetylamino)-3-[(2,3-Diacetoxypropanoyl)Amino]Benzoate). Yield: 92.3%. Reaction SMILES: Cl.[C:2]([NH:5][C:6]1[CH:15]=[CH:14][C:9]([C:10]([O:12][CH3:13])=[O:11])=[CH:8][C:7]=1[NH2:16])(=[O:4])[CH3:3].[C:17]([O:20][CH:21]([CH2:25][O:26][C:27](=[O:29])[CH3:28])[C:22](O)=[O:23])(=[O:19])[CH3:18].C1(N=C=NC2CCCCC2)CCCCC1>CN(C=O)C.O1CCOCC1>[C:2]([NH:5][C:6]1[CH:15]=[CH:14][C:9]([C:10]([O:12][CH3:13])=[O:11])=[CH:8][C:7]=1[NH:16][C:22](=[O:23])[CH:21]([O:20][C:17](=[O:19])[CH3:18])[CH2:25][O:26][C:27](=[O:29])[CH3:28])(=[O:4])[CH3:3] |f:0.1|. Reported procedure: Compound 16 (0.12 g, 0.57 mmol) was dissolved in a mixture of DMF (2 mL) and dioxane (3 mL) and cooled to 0° C. A solution of 2,3-diacetoxypropionic acid (0.220 g, 1.15 mmol) in dioxane (3 mL) was added followed by the addition of dicyclohexylcarbodiimide (0.195 mL, 0.183 g, 0,870 mmol). The resulting reaction mixture was stirred for 3 hours, initially at 0° C. with slow warming to room temperature. The solid dicyclohexylurea which separated was filtered and the filtrate was concentrated to dryn... Starting materials: CCCCCC, Cc1nc(N)sc1CCO, [Na+], [OH-], O, O=[N+]([O-])O, O=S(=O)(O)O. Yields the product Cc1nc(N)sc1CCO[N+](=O)[O-]. Reaction SMILES: [CH3:22][CH2:23][CH2:24][CH2:25][CH2:26][CH3:27].[NH2:10][c:11]1[s:12][c:13]([CH2:17][CH2:18][OH:19])[c:14]([CH3:16])[n:15]1.[Na+:21].[OH-:20].[OH2:28].[OH:1][N+:2]([O-:3])=[O:4].[S:5](=[O:6])(=[O:7])([OH:8])[OH:9]>>[O:1]=[N+:2]([O-:3])[O:4][CH2:18][CH2:17][c:13]1[s:12][c:11]([NH2:10])[n:15][c:14]1[CH3:16].